This data is from the Open Reaction Database (ORD), a public repository of structured organic reaction records. The task is: describe an organic reaction: reactants, conditions, products, and yield Starting materials: CCCCCCCCCCCCCCOc1ccc(CC(CO)CC2(C)OCCO2)cc1, Cl, C1COCCO1. Product: CCCCCCCCCCCCCCOc1ccc(CC(CO)CC(C)=O)cc1. As a reaction SMILES: [CH3:1][C:2]1([CH2:7][CH:8]([CH2:9][OH:10])[CH2:11][c:12]2[cH:13][cH:14][c:15]([O:18][CH2:19][CH2:20][CH2:21][CH2:22][CH2:23][CH2:24][CH2:25][CH2:26][CH2:27][CH2:28][CH2:29][CH2:30][CH2:31][CH3:32])[cH:16][cH:17]2)[O:3][CH2:6][CH2:5][O:4]1.[ClH:33].[O:34]1[CH2:35][CH2:36][O:37][CH2:38][CH2:39]1>>[CH3:1][C:2](=[O:3])[CH2:7][CH:8]([CH2:9][OH:10])[CH2:11][c:12]1[cH:13][cH:14][c:15]([O:18][CH2:19][CH2:20][CH2:21][CH2:22][CH2:23][CH2:24][CH2:25][CH2:26][CH2:27][CH2:28][CH2:29][CH2:30][CH2:31][CH3:32])[cH:16][cH:17]1. The reactants are Five, ClC=1C=CN=C2C=C(C=NC12)OC (8-chloro-3-methoxy-1,5-naphthyridine), O (water), NC1=CC=C(C=C1)O (4-aminophenol), C([O-])([O-])=O.[Cs+].[Cs+] (cesium carbonate). Run in CN(C)C=O (DMF). Reaction conditions: time 10 minute. Product: COC1=CN=C2C(=CC=NC2=C1)OC1=CC=C(C=C1)N (4-(7-methoxy-1,5-naphthyridin-4-yloxy)benzenamine). Reaction SMILES: [NH2:1][C:2]1[CH:7]=[CH:6][C:5]([OH:8])=[CH:4][CH:3]=1.C(=O)([O-])[O-].[Cs+].[Cs+].Cl[C:16]1[CH:17]=[CH:18][N:19]=[C:20]2[C:25]=1[N:24]=[CH:23][C:22]([O:26][CH3:27])=[CH:21]2.O>CN(C=O)C>[CH3:27][O:26][C:22]1[CH:21]=[C:20]2[C:25]([C:16]([O:8][C:5]3[CH:6]=[CH:7][C:2]([NH2:1])=[CH:3][CH:4]=3)=[CH:17][CH:18]=[N:19]2)=[N:24][CH:23]=1 |f:1.2.3|. Procedure details: Five 20 mL microwave vials were each charged with 4-aminophenol (0.700 mg, 33 mmol) and 3 equivalents of cesium carbonate in 6.0 ml of DMF. The mixture was stirred at RT for 10 minutes. Following addition of 8-chloro-3-methoxy-1,5-naphthyridine (1 g, 26 mmol), the reaction vessels were capped and irradiated at 150° C. for 15 min in the microwave, at which time the reaction was determined complete by LCMS. The mixture was allowed to cool to ambient temperature and material from the five vessels w... Starting materials: [Cl-].[Al+3].[Cl-].[Cl-] (aluminum chloride), CC1=CCC2CC1C2(C)C (alpha pinene), C=CC1=CC=CC=C1 (styrene). Product: CC1=CC[C@@H](CC1)C(=C)C (Limonene). Yield: 58.1%. RXN SMILES: [Cl-].[Al+3].[Cl-].[Cl-].[CH3:5][C:6]1[CH:11]2[C:12]([CH3:14])([CH3:13])[CH:9]([CH2:10]2)[CH2:8][CH:7]=1.C=CC1C=CC=CC=1>>[CH3:5][C:6]1[CH2:11][CH2:10][C@@H:9]([C:12]([CH3:14])=[CH2:13])[CH2:8][CH:7]=1 |f:0.1.2.3|. Procedure: Same procedure as that described in Comparative Example 1, except that 7.0 g of aluminum chloride and a blend of alpha pinene and styrene (60:40 weight ratio) were employed. The resulting resin had the following properties: s.p.=76.1° C., yield=58.1%, neat color=5 Gardner. As a reaction SMILES: [C:1](#[N:2])[c:3]1[cH:4][cH:5][c:6](-[c:9]2[cH:10][cH:11][c:12]([CH:14]=[N:15][OH:16])[o:13]2)[cH:7][cH:8]1.[P:17]([Cl:18])([Cl:19])([Cl:20])=[O:21].[cH:22]1[cH:23][cH:24][cH:25][cH:26][cH:27]1>>[C:1](#[N:2])[c:3]1[cH:4][cH:5][c:6](-[c:9]2[cH:10][cH:11][c:12]([C:14]#[N:15])[o:13]2)[cH:7][cH:8]1. Starting materials: N#Cc1ccc(-c2ccc(C=NO)o2)cc1, O=P(Cl)(Cl)Cl, c1ccccc1. Product: N#Cc1ccc(-c2ccc(C#N)o2)cc1. The reactants are CC(C)(C)OC(=O)N1CCN(c2ccc(N3CCN(C(=O)OCc4ccccc4)CC3)cn2)c2ccccc21, CCO, [H][H]. Product: CC(C)(C)OC(=O)N1CCN(c2ccc(N3CCNCC3)cn2)c2ccccc21. RXN SMILES: [C:1]([CH3:2])([CH3:3])([CH3:4])[O:5][C:6](=[O:7])[N:8]1[CH2:9][CH2:10][N:11]([c:18]2[n:19][cH:20][c:21]([N:24]3[CH2:25][CH2:26][N:27]([C:30]([O:31][CH2:32][c:33]4[cH:34][cH:35][cH:36][cH:37][cH:38]4)=[O:39])[CH2:28][CH2:29]3)[cH:22][cH:23]2)[c:12]2[cH:13][cH:14][cH:15][cH:16][c:17]21.[CH3:42][CH2:43][OH:44].[H:40][H:41]>>[C:1]([CH3:2])([CH3:3])([CH3:4])[O:5][C:6](=[O:7])[N:8]1[CH2:9][CH2:10][N:11]([c:18]2[n:19][cH:20][c:21]([N:24]3[CH2:25][CH2:26][NH:27][CH2:28][CH2:29]3)[cH:22][cH:23]2)[c:12]2[cH:13][cH:14][cH:15][cH:16][c:17]21. Starting materials: COC=1C=C(CN2CC(CC2)=O)C=CC1 (1-(3-methoxybenzyl)pyrrolidin-3-one), ClC=1C=C(C=CC1Cl)I (3,4-dichloro-1-iodobenzene), C(C)(C)[Mg]Br (isopropylmagnesium bromide), solution. Run in O1CCCC1 (tetrahydrofuran), O1CCCC1 (tetrahydrofuran), C1CCOC1 (THF). Reaction conditions: time 2 hour. Product: ClC=1C=C(C=CC1Cl)C1(CN(CC1)CC1=CC(=CC=C1)OC)O (3-(3,4-dichlorophenyl)-1-(3-methoxybenzyl)pyrrolidin-3-ol). Isolated yield 58.4%. RXN SMILES: [Cl:1][C:2]1[CH:3]=[C:4](I)[CH:5]=[CH:6][C:7]=1[Cl:8].C([Mg]Br)(C)C.[CH3:15][O:16][C:17]1[CH:18]=[C:19]([CH:27]=[CH:28][CH:29]=1)[CH2:20][N:21]1[CH2:25][CH2:24][C:23](=[O:26])[CH2:22]1>O1CCCC1>[Cl:1][C:2]1[CH:3]=[C:4]([C:23]2([OH:26])[CH2:24][CH2:25][N:21]([CH2:20][C:19]3[CH:27]=[CH:28][CH:29]=[C:17]([O:16][CH3:15])[CH:18]=3)[CH2:22]2)[CH:5]=[CH:6][C:7]=1[Cl:8]. Procedure details: To a solution of 3,4-dichloro-1-iodobenzene (1.33 g, 4.90 mmol) in tetrahydrofuran (10 mL) at room temperature, was added isopropylmagnesium bromide (2.4 mL of a 2.0 M solution in THF, 4.9 mmol) dropwise. After 2 h, a solution of 1-(3-methoxybenzyl)pyrrolidin-3-one (500 mg, 2.43 mmol) from Step B above in tetrahydrofuran (3 mL) was added dropwise at 0° C. The reaction mixture was warmed to ambient temperature and stirred for 2 h. The reaction mixture was quenched with saturated ammonium chloride...